From a dataset of the Open Reaction Database (ORD), a public repository of structured organic reaction records. describe an organic reaction: reactants, conditions, products, and yield The reactants are CC(=O)O[BH-](OC(C)=O)OC(C)=O, CC(=O)O, CCn1cc(-c2ccnc3c2cc(C=O)n3S(=O)(=O)c2ccccc2)c(-c2ccc(NC(=O)Nc3ccccc3)cc2)n1, ClCCl, NCCN1CCOCC1, [Na+]. Product: CCn1cc(-c2ccnc3c2cc(CNCCN2CCOCC2)n3S(=O)(=O)c2ccccc2)c(-c2ccc(NC(=O)Nc3ccccc3)cc2)n1. Reaction SMILES: [C:53]([O:54][BH-:55]([O:56][C:57](=[O:58])[CH3:59])[O:60][C:61](=[O:62])[CH3:63])(=[O:64])[CH3:65].[CH3:70][C:71](=[O:72])[OH:73].[CH:1](=[O:2])[c:3]1[cH:4][c:5]2[c:6]([n:7][cH:8][cH:9][c:10]2-[c:11]2[c:12](-[c:18]3[cH:19][cH:20][c:21]([NH:24][C:25](=[O:26])[NH:27][c:28]4[cH:29][cH:30][cH:31][cH:32][cH:33]4)[cH:22][cH:23]3)[n:13][n:14]([CH2:16][CH3:17])[cH:15]2)[n:34]1[S:35](=[O:36])(=[O:37])[c:38]1[cH:39][cH:40][cH:41][cH:42][cH:43]1.[Cl:67][CH2:68][Cl:69].[NH2:44][CH2:45][CH2:46][N:47]1[CH2:48][CH2:49][O:50][CH2:51][CH2:52]1.[Na+:66]>>[CH2:1]([c:3]1[cH:4][c:5]2[c:6]([n:7][cH:8][cH:9][c:10]2-[c:11]2[c:12](-[c:18]3[cH:19][cH:20][c:21]([NH:24][C:25](=[O:26])[NH:27][c:28]4[cH:29][cH:30][cH:31][cH:32][cH:33]4)[cH:22][cH:23]3)[n:13][n:14]([CH2:16][CH3:17])[cH:15]2)[n:34]1[S:35](=[O:36])(=[O:37])[c:38]1[cH:39][cH:40][cH:41][cH:42][cH:43]1)[NH:44][CH2:45][CH2:46][N:47]1[CH2:48][CH2:49][O:50][CH2:51][CH2:52]1. Reactants: NCC1CC2CC2N1C(=O)c1nc(N)sc1-c1cccc(F)c1, O=C(O)c1n[nH]c2ccccc12. Product: Nc1nc(C(=O)N2C(CNC(=O)c3n[nH]c4ccccc34)CC3CC32)c(-c2cccc(F)c2)s1. RXN SMILES: [NH2:1][c:2]1[s:3][c:4](-[c:17]2[cH:18][c:19]([F:23])[cH:20][cH:21][cH:22]2)[c:5]([C:7](=[O:8])[N:9]2[CH:10]3[CH2:11][CH:12]3[CH2:13][CH:14]2[CH2:15][NH2:16])[n:6]1.[nH:24]1[n:25][c:26]([C:33](=[O:34])[OH:35])[c:27]2[cH:28][cH:29][cH:30][cH:31][c:32]12>>[NH2:1][c:2]1[s:3][c:4](-[c:17]2[cH:18][c:19]([F:23])[cH:20][cH:21][cH:22]2)[c:5]([C:7](=[O:8])[N:9]2[CH:10]3[CH2:11][CH:12]3[CH2:13][CH:14]2[CH2:15][NH:16][C:33]([c:26]2[n:25][nH:24][c:32]3[c:27]2[cH:28][cH:29][cH:30][cH:31]3)=[O:34])[n:6]1. Reactants: O=C1N(CC=2C=3C(=NC=CC13)NC2)C2CCN(CC2)C(=O)OC(C)(C)C (tert-Butyl 4-(5-oxopyrrolo[4,3,2-de][2,6]naphthyridin-4(1H,3H,5H)-yl)piperidine-1-carboxylate), C(Cl)Cl (DCM). Run in C(=O)(C(F)(F)F)O (TFA). Conditions: time 15 minute. The product is N1CCC(CC1)N1C(C=2C=CN=C3C2C(C1)=CN3)=O (4-(piperidin-4-yl)-3,4-dihydropyrrolo[4,3,2-de][2,6]naphthyridin-5(1H)-one). Isolated yield 91.8%. Reaction SMILES: [O:1]=[C:2]1[C:11]2[CH:10]=[CH:9][N:8]=[C:7]3[NH:12][CH:13]=[C:5]([C:6]=23)[CH2:4][N:3]1[CH:14]1[CH2:19][CH2:18][N:17](C(OC(C)(C)C)=O)[CH2:16][CH2:15]1.C(Cl)Cl>C(O)(C(F)(F)F)=O>[NH:17]1[CH2:16][CH2:15][CH:14]([N:3]2[CH2:4][C:5]3=[CH:13][NH:12][C:7]4[C:6]3=[C:11]([CH:10]=[CH:9][N:8]=4)[C:2]2=[O:1])[CH2:19][CH2:18]1. Reported procedure: tert-Butyl 4-(5-oxopyrrolo[4,3,2-de][2,6]naphthyridin-4(1H,3H,5H)-yl)piperidine-1-carboxylate (18 mg, 0.051 mmol) was dissolved in TFA (1 mL) and DCM (2 mL) and allowed to stir at room temperature for 15 min. The mixture was concentrated in vacuo and purified via preparative HPLC 10% to 40% B in A and gave 12 mg of the title compound as its TFA salt. 1H NMR (400 MHz, CD3OD) δ 8.71-8.72 (s, 1H), 8.42 (d, 1H, J=8.4 Hz), 7.62 (s, 1H), 7.48-7.49 (m, 2H), 5.02 (s, 1H), 4.69-4.75 (m, 2H), 3.58-3.61 (m... Reactants: C(C1=CC=CC=C1)OC=1C=C(C(=O)OC)C=C(C1)OC1=CC=C(C=C1)C=O (Methyl 3-(benzyloxy)-5-(4-formylphenoxy)benzoate), C(C1=CC=CC=C1)OC=1C=C(C(=O)OC)C=C(C1)OC1=CC=C(C=C1)C=O (Methyl 3-(benzyloxy)-5-(4-formylphenoxy)benzoate), CC(=O)C (acetone). Run in CC(=O)C.OS(=O)(=O)O.O=[Cr](=O)=O (Jones reagent), O (water). Product: C(C1=CC=CC=C1)OC=1C=C(OC2=CC=C(C(=O)O)C=C2)C=C(C1)C(=O)OC (4-[3-(benzyloxy)-5-(methoxycarbonyl)phenoxy]benzoic acid). Reaction SMILES: [CH2:1]([O:8][C:9]1[CH:10]=[C:11]([CH:16]=[C:17]([O:19][C:20]2[CH:25]=[CH:24][C:23]([CH:26]=[O:27])=[CH:22][CH:21]=2)[CH:18]=1)[C:12]([O:14][CH3:15])=[O:13])[C:2]1[CH:7]=[CH:6][CH:5]=[CH:4][CH:3]=1.CC(C)=[O:30]>CC(C)=O.OS(O)(=O)=O.O=[Cr](=O)=O.O>[CH2:1]([O:8][C:9]1[CH:18]=[C:17]([CH:16]=[C:11]([C:12]([O:14][CH3:15])=[O:13])[CH:10]=1)[O:19][C:20]1[CH:25]=[CH:24][C:23]([C:26]([OH:30])=[O:27])=[CH:22][CH:21]=1)[C:2]1[CH:7]=[CH:6][CH:5]=[CH:4][CH:3]=1 |f:2.3.4|. Procedure: To a stirring solution of Methyl 3-(benzyloxy)-5-(4-formylphenoxy)benzoate (30 g) (Intermediate 11) in acetone, Jones reagent was added drop wise at 0° C. until the brown color persists in the reaction mixture. After completion of the reaction mixture was diluted with water and extracted with DCM. All organic layers were combined and washed with water, brine, dried over anhydrous sodium sulphate, filtered and concentrated under vacuum to get pure white solid (30 g).